This data is from the Open Reaction Database (ORD), a public repository of structured organic reaction records. The task is: describe an organic reaction: reactants, conditions, products, and yield Starting materials: N1C=NC(=C1)CCCOC1=CC=C(C=C1)C(C)=O ((4-(3-(1H-Imidazol-4-yl)propyloxy)phenyl)ethanone), Cl.NO (hydroxylamine hydrochloride), [OH-].[Na+] (NaOH), C(C)O (ethanol). Solvent: O (water). Product: N1C=NC(=C1)CCCOC1=CC=C(C=C1)C(C)=NO ((4-(3-(1H-Imidazol-4-yl)propyloxy)phenyl)ethanone oxime). Reaction SMILES: [NH:1]1[CH:5]=[C:4]([CH2:6][CH2:7][CH2:8][O:9][C:10]2[CH:15]=[CH:14][C:13]([C:16](=O)[CH3:17])=[CH:12][CH:11]=2)[N:3]=[CH:2]1.Cl.[NH2:20][OH:21].[OH-].[Na+].C(O)C>O>[NH:1]1[CH:5]=[C:4]([CH2:6][CH2:7][CH2:8][O:9][C:10]2[CH:15]=[CH:14][C:13]([C:16](=[N:20][OH:21])[CH3:17])=[CH:12][CH:11]=2)[N:3]=[CH:2]1 |f:1.2,3.4|. Procedure details: 1.2 mmol of (4-(3-(1H-imidazol-4-yl)propyloxy)phenyl)ethanone (Example 78), 2.4 mmol of hydroxylamine hydrochloride and 4.8 mmol of NaOH are heated under reflux in 10 ml of water and 10 ml of ethanol for 7 hours. The mixture is concentrated under reduced pressure and alkalized with saturated K2CO3 solution, and the crude product is filtered off and washed with water. The product is crystallized as hydrogen maleate from diethyl ether and ethanol. Reactants: [Cl-].[NH4+] (ammonium chloride), solution, C(CCC)[Li] (n-butyl-lithium), BrCC(=O)OCC1=CC=CC=C1 (benzyl bromoacetate), Cl (hydrochloric acid), O1C(CC2=C1C=CC=C2)=O (2,3-dihydro-2-benzofuranone), C(C)(C)NC(C)C (diisopropylamine). Solvent: CCCCCC (hexane), CN(C)P(=O)(N(C)C)N(C)C (hexamethylphosphorotriamide), O1CCCC1 (tetrahydrofuran), O1CCCC1 (tetrahydrofuran). Reaction conditions: temperature -60 celsius, time 10 minute. Product: C(C1=CC=CC=C1)OC(CC1C(OC2=C1C=CC=C2)=O)=O (2-(2,3-dihydro-2-oxo-3-benzofuranyl)acetic acid benzyl ester). As a reaction SMILES: C(NC(C)C)(C)C.C([Li])CCC.[O:13]1[C:17]2[CH:18]=[CH:19][CH:20]=[CH:21][C:16]=2[CH2:15][C:14]1=[O:22].Br[CH2:24][C:25]([O:27][CH2:28][C:29]1[CH:34]=[CH:33][CH:32]=[CH:31][CH:30]=1)=[O:26].[Cl-].[NH4+].Cl>O1CCCC1.CCCCCC.CN(P(N(C)C)(N(C)C)=O)C>[CH2:28]([O:27][C:25](=[O:26])[CH2:24][CH:15]1[C:16]2[CH:21]=[CH:20][CH:19]=[CH:18][C:17]=2[O:13][C:14]1=[O:22])[C:29]1[CH:34]=[CH:33][CH:32]=[CH:31][CH:30]=1 |f:4.5|. Reported procedure: A mixture of 7.53 g of diisopropylamine in 150 ml of anhydrous tetrahydrofuran is cooled under a stream of nitrogen to -60° C. 46.6 ml of a 1.6M solution of n-butyl-lithium in hexane is added dropwise a this temperature. When the addition is complete, the temperature of the reaction medium is allowed to rise to 5° C., the mixture is stirred for 10 minutes at this temperature and cooled to -80° C. and a solution of 10 g of 2,3-dihydro-2-benzofuranone in 150ml of anhydrous tetrahydrofuran is added...